This data is from the Open Reaction Database (ORD), a public repository of structured organic reaction records. The task is: describe an organic reaction: reactants, conditions, products, and yield Reactants: CCn1cc(C(=O)O)c(=O)c2ccc(Cl)cc21, CO, c1cc(N2CCNCC2)ccn1. The product is CCn1cc(C(=O)O)c(=O)c2ccc(N3CCN(c4ccncc4)CC3)cc21. Reaction SMILES: [CH2:1]([CH3:2])[n:3]1[cH:4][c:5]([C:15](=[O:16])[OH:17])[c:6](=[O:14])[c:7]2[cH:8][cH:9][c:10]([Cl:13])[cH:11][c:12]12.[CH3:30][OH:31].[n:18]1[cH:19][cH:20][c:21]([N:24]2[CH2:25][CH2:26][NH:27][CH2:28][CH2:29]2)[cH:22][cH:23]1>>[CH2:1]([CH3:2])[n:3]1[cH:4][c:5]([C:15](=[O:16])[OH:17])[c:6](=[O:14])[c:7]2[cH:8][cH:9][c:10]([N:27]3[CH2:26][CH2:25][N:24]([c:21]4[cH:20][cH:19][n:18][cH:23][cH:22]4)[CH2:29][CH2:28]3)[cH:11][c:12]12. Reactants: O (water), ClC1=CC=C(C=C1)C1=C(N(C(=CC1=O)C)C)C (3-(4-chlorophenyl)-1,2,6-trimethylpyridin-4-one), BrBr (bromine). Run in C(C)(=O)O (acetic acid), C(C)(=O)O (acetic acid). The product is BrC1=C(N(C(=C(C1=O)C1=CC=C(C=C1)Cl)C)C)C (3-Bromo-5-(4-Chlorophenyl)-1,2,6-trimethylpyridin-4-one). As a reaction SMILES: [Cl:1][C:2]1[CH:7]=[CH:6][C:5]([C:8]2[C:13](=[O:14])[CH:12]=[C:11]([CH3:15])[N:10]([CH3:16])[C:9]=2[CH3:17])=[CH:4][CH:3]=1.[Br:18]Br.O>C(O)(=O)C>[Br:18][C:12]1[C:13](=[O:14])[C:8]([C:5]2[CH:6]=[CH:7][C:2]([Cl:1])=[CH:3][CH:4]=2)=[C:9]([CH3:17])[N:10]([CH3:16])[C:11]=1[CH3:15]. Procedure details: To a stirred solution of 3-(4-chlorophenyl)-1,2,6-trimethylpyridin-4-one (0.5 g) in acetic acid (5 ml) was added dropwise a solution of bromine (0.1 ml) in acetic acid (1 ml). After 5 min the mixture was poured into water. The solid was filtered off, washed with water and recrytallised from ethanol (10 ml) to give the desired compound (0.25 g), m.p. 264°-266°, NMR δH (CDCl3) 7.3-7.4 (2H, m), 7.05-7.2 (2H, m), 6.95-7.12 (4H, m), 3.65 (3H, s), 2.7 (3H, s), 2.2. (3H, s). The reactants are [I-].C[N+]1=CC(=C(C=C1)C1=CC=CC=C1)O (1-Methyl-4-phenyl-3-hydroxypyridinium Iodide), OH, resin. The solvent is CO (MeOH). Conditions: temperature 25 celsius, time 1 hour. The product is CN1CC(=C(C=C1)C1=CC=CC=C1)O (1-Methyl-4-phenyl-3-hydroxypyridine). Isolated yield 91.5%. RXN SMILES: [I-].[CH3:2][N+:3]1[CH:8]=[CH:7][C:6]([C:9]2[CH:14]=[CH:13][CH:12]=[CH:11][CH:10]=2)=[C:5]([OH:15])[CH:4]=1>CO>[CH3:2][N:3]1[CH:8]=[CH:7][C:6]([C:9]2[CH:14]=[CH:13][CH:12]=[CH:11][CH:10]=2)=[C:5]([OH:15])[CH2:4]1 |f:0.1|. Procedure: A mixture of 2 (4.03 g, 12.9 mmol) and IRA-OH (400) resin (20 mL) in MeOH was stirred at 25° C. for 1 h then the basic resin was filtered off and washed several time with MeOH. The resulting clear solution was concentrated under reduced pressure to afford the compound 3 (2.21 g, 92%) as a pale yellow solid used in the next step without further purification: mp 154-157° C.; 1H NMR (DMSO-d6) δ3.97 (s, 3H), 7.3-7.52 (m, 5H), 7.38 (d, 1H, J=7.5 Hz), 8.04 (d, 1H, J=8.1 Hz), 8.053 (s, 1H). The reactants are CC(C(=O)OCC)CC#CCC (ethyl 2-methyl-4-heptynoate), CP(OC)(OC)=O (dimethyl methylphosphonate), C(CCC)[Li] (n-butyl lithium), CCCCCC (hexane). Run in C1CCOC1 (THF), C1CCOC1 (THF), C(C)(=O)O (acetic acid), O (water). Conditions: temperature -78 celsius, time 30 minute. Yields the product CC(C(CP(OC)(OC)=O)=O)CC#CCC (dimethyl 3-methyl-2-oxo-5-octynylphosphonate). Yield: 90.0%. Reaction SMILES: [CH3:1][P:2](=[O:7])([O:5][CH3:6])[O:3][CH3:4].C([Li])CCC.CCCCCC.[CH3:19][CH:20]([CH2:26][C:27]#[C:28][CH2:29][CH3:30])[C:21](OCC)=[O:22]>C1COCC1.C(O)(=O)C.O>[CH3:19][CH:20]([CH2:26][C:27]#[C:28][CH2:29][CH3:30])[C:21](=[O:22])[CH2:1][P:2](=[O:7])([O:5][CH3:6])[O:3][CH3:4]. Procedure details: Under argon atmosphere, to a stirred solution of dimethyl methylphosphonate (7.91 ml, 0.074 mol) in anhydrous THF (150 ml) was added dropwise a solution of n-butyl lithium in hexane (1.71N, 43 ml, 0.074 mol) and the mixture was stirred for 30 min at -78° C. A solution of ethyl 2-methyl-4-heptynoate (5.0 g, 0.03 mol) in anhydrous THF (5 ml) was dropwise added into the mixture, and the resulting mixture was stirred for 30 min. at -78° C. The resulting mixture was allowed to room temperature and 30... The reactants are C(C)(=O)NCC(=O)NC1=NN2C(C=CC=C2C2=CC(=CC=C2)S(=O)(=O)C)=N1 (2-acetamido-N-(5-(3-(methylsulfonyl)phenyl)-[1,2,4]triazolo[1,5-a]pyridin-2-yl)acetamide), COC=1C=CC(=CC1)P2(=S)SP(=S)(S2)C=3C=CC(=CC3)OC (Lawesson's reagent). Isolated yield 43.2%. Procedure: A solution of 2-acetamido-N-(5-(3-(methylsulfonyl)phenyl)-[1,2,4]triazolo[1,5-a]pyridin-2-yl)acetamide (46 mg, 0.12 mmol, 1 equiv) and Lawesson's reagent (190 mg, 0.48 mmol, 4.0 equiv) was heated under reflux for 6 hr. The reaction mixture was concentrated in vacuo, and the resulting residue was diluted with water and ethyl acetate. The product was collected by filtration and purified by preparative HPLC to afford product (20 mg, 40% yield). 1H NMR (400 MHz, DMSO-d6) δ 10.41 (s, 1H), 8.71 (t, J=... Reaction SMILES: [C:1]([NH:4][CH2:5][C:6]([NH:8][C:9]1[N:27]=[C:12]2[CH:13]=[CH:14][CH:15]=[C:16]([C:17]3[CH:22]=[CH:21][CH:20]=[C:19]([S:23]([CH3:26])(=[O:25])=[O:24])[CH:18]=3)[N:11]2[N:10]=1)=O)(=O)[CH3:2].COC1C=CC(P2(SP(C3C=CC(OC)=CC=3)(=S)S2)=[S:37])=CC=1>>[CH3:2][C:1]1[S:37][C:6]([NH:8][C:9]2[N:27]=[C:12]3[CH:13]=[CH:14][CH:15]=[C:16]([C:17]4[CH:22]=[CH:21][CH:20]=[C:19]([S:23]([CH3:26])(=[O:25])=[O:24])[CH:18]=4)[N:11]3[N:10]=2)=[CH:5][N:4]=1. Product: CC=1SC(=CN1)NC1=NN2C(C=CC=C2C2=CC(=CC=C2)S(=O)(=O)C)=N1 (2-Methyl-N-(5-(3-(methylsulfonyl)phenyl)-[1,2,4]triazolo[1,5-a]pyridin-2-yl)thiazol-5-amine). Reactants: C(CCCCC)N (N-n-hexylamine), C=C1CC(=O)O1 (diketene). The solvent is CO (MeOH), CCCCCC (n-hexane). Reaction conditions: temperature 0 celsius, time 4 hour. Yields the product C(CCCCC)NC(CC(C)=O)=O (N-hexyl-3-oxobutaneamide). Isolated yield 51.1%. As a reaction SMILES: [CH2:1]([NH2:7])[CH2:2][CH2:3][CH2:4][CH2:5][CH3:6].[CH2:8]=[C:9]1[O:13][C:11](=[O:12])[CH2:10]1>CO.CCCCCC>[CH2:1]([NH:7][C:11](=[O:12])[CH2:10][C:9](=[O:13])[CH3:8])[CH2:2][CH2:3][CH2:4][CH2:5][CH3:6]. Procedure: A solution of 27.83 g (0.28 mol) N-n-hexylamine was added dropwise to a solution of 20.00 g (0.24) diketene in 100 ml MeOH at 0° C. After stirring for 4 hours at 0° C., no starting material was detected anymore by thin-layer chromatography. The reaction mixture was spun off, and the obtained solid was taken up in 200 ml n-hexane, filtrated off and dried overnight under vacuum. 22.53 g of product was obtained as a white solid. Starting materials: CC(=O)OCc1c(B2OC(C)(C)C(C)(C)O2)cccc1-n1ncc2cc(C(C)(C)C)cc(F)c2c1=O, [K+], [K+], [K+], Cn1cc(Br)cc(Nc2ccc(C(C)(C)N)cn2)c1=O, C1COCCO1, O, O=P([O-])([O-])[O-]. Product: CC(=O)OCc1c(-c2cc(Nc3ccc(C(C)(C)N)cn3)c(=O)n(C)c2)cccc1-n1ncc2cc(C(C)(C)C)cc(F)c2c1=O. RXN SMILES: [C:21]([CH3:22])([CH3:23])([CH3:24])[c:25]1[cH:26][c:27]2[cH:28][n:29][n:30](-[c:37]3[c:38]([CH2:39][O:40][C:41]([CH3:42])=[O:43])[c:44]([B:48]4[O:49][C:50]([CH3:51])([CH3:52])[C:53]([CH3:54])([CH3:55])[O:56]4)[cH:45][cH:46][cH:47]3)[c:31](=[O:36])[c:32]2[c:33]([F:35])[cH:34]1.[K+:62].[K+:63].[K+:64].[NH2:1][C:2]([CH3:3])([CH3:4])[c:5]1[cH:6][cH:7][c:8]([NH:11][c:12]2[c:13](=[O:20])[n:14]([CH3:19])[cH:15][c:16]([Br:18])[cH:17]2)[n:9][cH:10]1.[O:65]1[CH2:66][CH2:67][O:68][CH2:69][CH2:70]1.[OH2:71].[P:57]([O-:58])([O-:59])([O-:60])=[O:61]>>[NH2:1][C:2]([CH3:3])([CH3:4])[c:5]1[cH:6][cH:7][c:8]([NH:11][c:12]2[c:13](=[O:20])[n:14]([CH3:19])[cH:15][c:16](-[c:44]3[c:38]([CH2:39][O:40][C:41]([CH3:42])=[O:43])[c:37](-[n:30]4[n:29][cH:28][c:27]5[cH:26][c:25]([C:21]([CH3:22])([CH3:23])[CH3:24])[cH:34][c:33]([F:35])[c:32]5[c:31]4=[O:36])[cH:47][cH:46][cH:45]3)[cH:17]2)[n:9][cH:10]1. The reactants are IC1=NN(C=C1C1=NC(=NC=C1)SC)C1OCCCC1 (4-[3-Iodo-1-(tetrahydro-pyran-2-yl)-1H-pyrazol-4-yl]-2-methylsulfanyl-pyrimidine), CC1(OB(OC1(C)C)C=1C=C2C(=NC1)NC=C2)C (5-(4,4,5,5-Tetramethyl-[1,3,2]dioxaborolan-2-yl)-1H-pyrrolo[2,3-b]pyridine), solution, C([O-])([O-])=O.[Na+].[Na+] (sodium carbonate), C([O-])([O-])=O.[Na+].[Na+] (sodium carbonate). Run in CN(C)C=O (DMF). Conditions: temperature 85 celsius. Product: CSC1=NC=CC(=N1)C=1C(=NN(C1)C1OCCCC1)C=1C=C2C(=NC1)NC=C2 (5-[4-(2-Methylsulfanyl-pyrimidin-4-yl)-1-(tetrahydro-pyran-2-yl)-1H-pyrazol-3-yl]-1H-pyrrolo[2,3-b]pyridine). The yield is 69.0%. As a reaction SMILES: I[C:2]1[C:6]([C:7]2[CH:12]=[CH:11][N:10]=[C:9]([S:13][CH3:14])[N:8]=2)=[CH:5][N:4]([CH:15]2[CH2:20][CH2:19][CH2:18][CH2:17][O:16]2)[N:3]=1.CC1(C)C(C)(C)OB([C:29]2[CH:30]=[C:31]3[CH:37]=[CH:36][NH:35][C:32]3=[N:33][CH:34]=2)O1.C(=O)([O-])[O-].[Na+].[Na+]>CN(C=O)C>[CH3:14][S:13][C:9]1[N:8]=[C:7]([C:6]2[C:2]([C:29]3[CH:30]=[C:31]4[CH:37]=[CH:36][NH:35][C:32]4=[N:33][CH:34]=3)=[N:3][N:4]([CH:15]3[CH2:20][CH2:19][CH2:18][CH2:17][O:16]3)[CH:5]=2)[CH:12]=[CH:11][N:10]=1 |f:2.3.4|. Procedure details: To a solution of 4-[3-Iodo-1-(tetrahydro-pyran-2-yl)-1H-pyrazol-4-yl]-2-methylsulfanyl-pyrimidine B (1.33 g, 3.3 mmol) and 5-(4,4,5,5-Tetramethyl-[1,3,2]dioxaborolan-2-yl)-1H-pyrrolo[2,3-b]pyridine (1 g, 4.1 mmol) in DMF (30 mL) was added a 2M solution of sodium carbonate (2 mL). The sodium carbonate appeared to come out of solution upon addition. The mixture was deoxygenated with a nitrogen bubbler for a few minutes. The palladium catalyst was added and nitrogen bubbling continued for a few min...